From a dataset of the Open Reaction Database (ORD), a public repository of structured organic reaction records. describe an organic reaction: reactants, conditions, products, and yield Reactants: CS(=O)(=O)O, ClCCl, [N-]=[N+]=[N-], [Na+], [Na+], O=C1CCc2ccccc21, [OH-]. Product: O=C1CCc2ccccc2N1. RXN SMILES: [CH3:11][S:12](=[O:13])(=[O:14])[OH:15].[Cl:22][CH2:23][Cl:24].[N-:17]=[N+:18]=[N-:19].[Na+:16].[Na+:21].[O:1]=[C:2]1[CH2:3][CH2:4][c:5]2[cH:6][cH:7][cH:8][cH:9][c:10]21.[OH-:20]>>[O:1]=[C:2]1[CH2:3][CH2:4][c:5]2[cH:6][cH:7][cH:8][cH:9][c:10]2[NH:17]1. Reactants: C(C1=CC=CC=C1)NC1=C(C=C(C(=N1)N[C@@H]1[C@@H](CCCC1)NC(OC(C)(C)C)=O)F)C(=O)NC(C)(C)C1=CC=CC=C1 (tert-butyl cis-2-(6-benzylamino-3-fluoro-5-(2-phenylpropan-2-ylaminocarbonyl)pyridin-2-ylamino)cyclohexylcarbamate), [H][H] (hydrogen), O1CCCC1 (tetrahydrofuran). Reagents/catalysts: [OH-].[Pd+2].[OH-] (Palladium hydroxide). Run in CO (methanol). Product: NC1=C(C=C(C(=N1)N[C@@H]1[C@@H](CCCC1)NC(OC(C)(C)C)=O)F)C(=O)NC(C)(C)C1=CC=CC=C1 (tert-butyl cis-2-(6-amino-3-fluoro-5-(2-phenylpropan-2-ylaminocarbonyl)pyridin-2-ylamino)cyclohexylcarbamate). The yield is 72.1%. As a reaction SMILES: O1CCCC1.C([NH:13][C:14]1[N:19]=[C:18]([NH:20][C@H:21]2[CH2:26][CH2:25][CH2:24][CH2:23][C@H:22]2[NH:27][C:28](=[O:34])[O:29][C:30]([CH3:33])([CH3:32])[CH3:31])[C:17]([F:35])=[CH:16][C:15]=1[C:36]([NH:38][C:39]([C:42]1[CH:47]=[CH:46][CH:45]=[CH:44][CH:43]=1)([CH3:41])[CH3:40])=[O:37])C1C=CC=CC=1.[H][H]>[OH-].[Pd+2].[OH-].CO>[NH2:13][C:14]1[N:19]=[C:18]([NH:20][C@H:21]2[CH2:26][CH2:25][CH2:24][CH2:23][C@H:22]2[NH:27][C:28](=[O:34])[O:29][C:30]([CH3:33])([CH3:31])[CH3:32])[C:17]([F:35])=[CH:16][C:15]=1[C:36]([NH:38][C:39]([C:42]1[CH:43]=[CH:44][CH:45]=[CH:46][CH:47]=1)([CH3:40])[CH3:41])=[O:37] |f:3.4.5|. Procedure: Palladium hydroxide (0.29 g) was added to a solution of tetrahydrofuran (7.2 ml) and methanol (14.3 ml) containing tert-butyl cis-2-(6-benzylamino-3-fluoro-5-(2-phenylpropan-2-ylaminocarbonyl)pyridin-2-ylamino)cyclohexylcarbamate (1.43 g), followed by stirring at room temperature for 1 hour in a hydrogen atmosphere. Insoluble matter was removed by filtration, and filter cake was washed with ethyl acetate. The filtrate was mixed with the washing solution, and the solvent was distilled away under ... The reactants are Fc1cnc2[nH]ccc2c1, [H-], [Na+], CN(C)C=O. Product: Nn1ccc2cc(F)cnc21. As a reaction SMILES: [F:3][c:4]1[cH:5][c:6]2[c:7]([n:8][cH:9]1)[nH:10][cH:11][cH:12]2.[H-:2].[Na+:1].[O:13]=[CH:14][N:15]([CH3:16])[CH3:17]>>[F:3][c:4]1[cH:5][c:6]2[c:7]([n:8][cH:9]1)[n:10]([NH2:15])[cH:11][cH:12]2. Starting materials: crude product, C(C1=CC=CC=C1)=C(C(=O)OC)COC(C)=O (methyl 2-benzylidene-3-acetoxypropionate), C([O-])([O-])=O.[K+].[K+] (potassium carbonate). Solvent: CO (methanol). Reaction conditions: time 1 hour. Product: C(C1=CC=CC=C1)=C(C(=O)OC)CO (methyl 2-benzylidene-3-hydroxypropionate). Isolated yield 61.4%. Reaction SMILES: [CH:1](=[C:8]([CH2:13][O:14]C(=O)C)[C:9]([O:11][CH3:12])=[O:10])[C:2]1[CH:7]=[CH:6][CH:5]=[CH:4][CH:3]=1.C(=O)([O-])[O-].[K+].[K+]>CO>[CH:1](=[C:8]([CH2:13][OH:14])[C:9]([O:11][CH3:12])=[O:10])[C:2]1[CH:7]=[CH:6][CH:5]=[CH:4][CH:3]=1 |f:1.2.3|. Procedure details: A crude product (5.99 g, 25.57 mmols) of methyl 2-benzylidene-3-acetoxypropionate was dissolved in 26 ml of methanol, and 3.53 g (25.5 mmols) of potassium carbonate were added thereto. The mixture was stirred at room temperature for 1 hour. Insoluble matters were separated by filtration, and the resulting solution was concentrated under reduced pressure. To the resulting residue were added 30 ml of water and 40 ml of toluene to extract an organic layer. The thus-obtained organic layer was washed...